From a dataset of the Open Reaction Database (ORD), a public repository of structured organic reaction records. describe an organic reaction: reactants, conditions, products, and yield Reactants: O=C(O)C1Cc2c([nH]c3ccccc23)CN1, CI, CCO, ClC(Cl)Cl, [K+], [OH-], S=C=S. Yields the product CSC(=S)N1Cc2[nH]c3ccccc3c2CC1C(=O)O. RXN SMILES: [CH2:1]1[NH:2][CH:3]([C:14](=[O:15])[OH:16])[CH2:4][c:5]2[c:6]3[cH:7][cH:8][cH:9][cH:10][c:11]3[nH:12][c:13]21.[CH3:22][I:23].[CH3:28][CH2:29][OH:30].[CH:24]([Cl:25])([Cl:26])[Cl:27].[K+:18].[OH-:17].[S:19]=[C:20]=[S:21]>>[CH2:1]1[N:2]([C:20]([S:19][CH3:22])=[S:21])[CH:3]([C:14](=[O:15])[OH:16])[CH2:4][c:5]2[c:6]3[cH:7][cH:8][cH:9][cH:10][c:11]3[nH:12][c:13]21. Reactants: FC(C1=CC=C(C=C1)B(O)O)(F)F (4-trifluoromethylphenylboronic acid), C(=O)([O-])[O-].[Na+].[Na+] (Na2CO3), C1(=CC=CC=C1)C (toluene), ClC1=C(C(=CC(=C1)Br)Cl)N1N=C(C=C1N)C#N (1-(2,6-dichloro-4-bromophenyl)-3-cyano-5-aminopyrazole). The reagents and catalysts are [Pd].[Pd].C(C1=CC=CC=C1)=CC(=O)C=CC1=CC=CC=C1.C(C1=CC=CC=C1)=CC(=O)C=CC1=CC=CC=C1.C(C1=CC=CC=C1)=CC(=O)C=CC1=CC=CC=C1 (tris-(dibenzylideneacetone) dipalladium). Run in C(C)O (ethanol), O (water). Reaction conditions: temperature 20 celsius. Yields the product ClC1=C(C(=CC(=C1)C1=CC=C(C=C1)C(F)(F)F)Cl)N1N=C(C=C1N)C#N (1-[2,6-dichloro-4-(4trifluoromethylphenyl)phenyl]-3-cyano-5-aminopyrazole). RXN SMILES: [Cl:1][C:2]1[CH:7]=[C:6](Br)[CH:5]=[C:4]([Cl:9])[C:3]=1[N:10]1[C:14]([NH2:15])=[CH:13][C:12]([C:16]#[N:17])=[N:11]1.[F:18][C:19]([F:30])([F:29])[C:20]1[CH:25]=[CH:24][C:23](B(O)O)=[CH:22][CH:21]=1.C([O-])([O-])=O.[Na+].[Na+].C1(C)C=CC=CC=1>[Pd].[Pd].C(=CC(C=CC1C=CC=CC=1)=O)C1C=CC=CC=1.C(=CC(C=CC1C=CC=CC=1)=O)C1C=CC=CC=1.C(=CC(C=CC1C=CC=CC=1)=O)C1C=CC=CC=1.O.C(O)C>[Cl:1][C:2]1[CH:7]=[C:6]([C:23]2[CH:24]=[CH:25][C:20]([C:19]([F:30])([F:29])[F:18])=[CH:21][CH:22]=2)[CH:5]=[C:4]([Cl:9])[C:3]=1[N:10]1[C:14]([NH2:15])=[CH:13][C:12]([C:16]#[N:17])=[N:11]1 |f:2.3.4,6.7.8.9.10|. Procedure: A mixture of 1-(2,6-dichloro-4-bromophenyl)-3-cyano-5-aminopyrazole (45 g, prepared according to procedures reported in U.S. Pat. No. 5,232,940), 4-trifluoromethylphenylboronic acid (45 g), 2 M of Na2CO3 (75 mL), tris-(dibenzylideneacetone) dipalladium (6.4 g), toluene and ethanol was heated at 130° C. for 25 hours. After cooling to 20° C., the mixture was poured into water and extracted with diethyl ether. The ether solutions were combined, dried, filtered and the filtrate concentrated and puri... Starting materials: N(=NC(=O)OC(C)C)C(=O)OC(C)C (Diisopropyl azodicarboxylate), C1(=CC=CC=C1)P(C1=CC=CC=C1)C1=CC=CC=C1 (triphenylphosphine), O1[C@]23[C@H]1C[C@@H]([C@@]2(C)CC[C@@H]2[C@]1(CC[C@H](C[C@H]1CC[C@@H]32)O)C)C3=COC=C3 (14β,15β-epoxy-17β-(3-furyl)-5β-androstan-3α-ol), S1C(=CC=C1)CC(=O)O (thiolacetic acid). The solvent is O1CCCC1 (tetrahydrofuran), O1CCCC1 (tetrahydrofuran). Yields the product C(C)(=O)S[C@@H]1C[C@H]2CC[C@H]3[C@@]45[C@@H](C[C@@H]([C@@]4(C)CC[C@@H]3[C@]2(CC1)C)C1=COC=C1)O5 (3β-Acetylthio-14β,15β-epoxy-17β-(3-furyl)-5β-androstane). Reaction SMILES: N(C(OC(C)C)=O)=NC([O:5][CH:6]([CH3:8])C)=O.C1(P(C2C=CC=CC=2)C2C=CC=CC=2)C=CC=CC=1.[O:34]1[C@@H:36]2[CH2:37][C@H:38]([C:55]3[CH:59]=[CH:58][O:57][CH:56]=3)[C@:39]3([CH2:41][CH2:42][C@H:43]4[C@H:52]([C@@:35]123)[CH2:51][CH2:50][C@H:49]1[C@:44]4([CH3:54])[CH2:45][CH2:46][C@@H:47](O)[CH2:48]1)[CH3:40].[S:60]1C=CC=C1CC(O)=O>O1CCCC1>[C:6]([S:60][C@H:47]1[CH2:46][CH2:45][C@@:44]2([CH3:54])[C@H:49]([CH2:50][CH2:51][C@@H:52]3[C@@H:43]2[CH2:42][CH2:41][C@@:39]2([CH3:40])[C@:35]43[O:34][C@@H:36]4[CH2:37][C@@H:38]2[C:55]2[CH:59]=[CH:58][O:57][CH:56]=2)[CH2:48]1)(=[O:5])[CH3:8]. Procedure details: Diisopropyl azodicarboxylate (3.5 ml) was added to a solution of 4.5 g of triphenylphosphine in 85 ml of tetrahydrofuran at 0° C. and the mixture was stirred for 30'. To this mixture a solution of 2.0 g of 14β,15β-epoxy-17β-(3-furyl)-5β-androstan-3α-ol and 2.05 ml of thiolacetic acid in 90 ml of tetrahydrofuran was added dropwise and the resulting mixture was stirred for an hr at room temperature. The solvent was evaporated to dryness under reduced pressure and the crude product was purified by ... Reactants: B, C1CCOC1, CC(Cc1ccc(Cl)nc1)C(=O)O, [Na+], [OH-], O. Product: CC(CO)Cc1ccc(Cl)nc1. As a reaction SMILES: [BH3:14].[CH2:18]1[O:19][CH2:20][CH2:21][CH2:22]1.[Cl:1][c:2]1[cH:3][cH:4][c:5]([CH2:8][CH:9]([C:10](=[O:11])[OH:12])[CH3:13])[cH:6][n:7]1.[Na+:17].[OH-:16].[OH2:15]>>[Cl:1][c:2]1[cH:3][cH:4][c:5]([CH2:8][CH:9]([CH2:10][OH:11])[CH3:13])[cH:6][n:7]1. The reactants are COC(=O)c1ccc(S(=O)(=O)NC(CC(=O)OC(C)(C)C)C(=O)N(C)OC)c(OCc2ccccc2)c1, CCOC(C)=O, [Li+], C1CCOC1, [OH-], O=C(O)CC(O)(CC(=O)O)C(=O)O. The product is CON(C)C(=O)C(CC(=O)OC(C)(C)C)NS(=O)(=O)c1ccc(C(=O)O)cc1OCc1ccccc1. RXN SMILES: [CH3:1][O:2][C:3]([c:4]1[cH:5][c:6]([O:29][CH2:30][c:31]2[cH:32][cH:33][cH:34][cH:35][cH:36]2)[c:7]([S:10]([NH:11][CH:12]([CH2:13][C:14](=[O:15])[O:16][C:17]([CH3:18])([CH3:19])[CH3:20])[C:21]([N:22]([CH3:23])[O:24][CH3:25])=[O:26])(=[O:27])=[O:28])[cH:8][cH:9]1)=[O:37].[CH3:58][CH2:59][O:60][C:61](=[O:62])[CH3:63].[Li+:38].[O:53]1[CH2:54][CH2:55][CH2:56][CH2:57]1.[OH-:39].[OH:40][C:41]([CH2:42][C:43]([C:44](=[O:45])[OH:46])([CH2:47][C:48](=[O:49])[OH:50])[OH:51])=[O:52]>>[O:2]=[C:3]([c:4]1[cH:5][c:6]([O:29][CH2:30][c:31]2[cH:32][cH:33][cH:34][cH:35][cH:36]2)[c:7]([S:10]([NH:11][CH:12]([CH2:13][C:14](=[O:15])[O:16][C:17]([CH3:18])([CH3:19])[CH3:20])[C:21]([N:22]([CH3:23])[O:24][CH3:25])=[O:26])(=[O:27])=[O:28])[cH:8][cH:9]1)[OH:37]. Yields the product N[C@]1([C@@H]2N(C(C(CS2)=C)C(=O)OC(C2=CC=CC=C2)C2=CC=CC=C2)C1=O)NC=O (Diphenylmethyl 7β-Amino-7α-formamido-3-methylenecepham-4-carboxylate). As a reaction SMILES: [Cl-].[NH4+].NC(N)=S.[NH2:7][C@:8]1([NH:40][CH:41]=[O:42])[C:38](=[O:39])[N:10]2[C:11]([C:22]([O:24][CH:25]([C:32]3[CH:37]=[CH:36][CH:35]=[CH:34][CH:33]=3)[C:26]3[CH:31]=[CH:30][CH:29]=[CH:28][CH:27]=3)=[O:23])=[C:12]([CH2:15]SC3SC=NN=3)[CH2:13][S:14][C@H:9]12>CN(C)C=O>[NH2:7][C@:8]1([NH:40][CH:41]=[O:42])[C:38](=[O:39])[N:10]2[CH:11]([C:22]([O:24][CH:25]([C:32]3[CH:33]=[CH:34][CH:35]=[CH:36][CH:37]=3)[C:26]3[CH:31]=[CH:30][CH:29]=[CH:28][CH:27]=3)=[O:23])[C:12](=[CH2:15])[CH2:13][S:14][C@H:9]12 |f:0.1|. Reactants: [Cl-].[NH4+] (ammonium chloride), NC(=S)N (thiourea), N[C@]1([C@@H]2N(C(=C(CS2)CSC=2SC=NN2)C(=O)OC(C2=CC=CC=C2)C2=CC=CC=C2)C1=O)NC=O (diphenylmethyl 7β-amino-7α-formamido-3-[(1,3,4-thiadiazol-2- yl)thiomethyl]ceph-3-em-4-carboxylate), ice acetone. The solvent is CN(C=O)C (N,N-dimethylformamide). Procedure: Powdered ammonium chloride (1.25 g) and powdered thiourea (0.5 g) were added to a solution of diphenylmethyl 7β-amino-7α-formamido-3-[(1,3,4-thiadiazol-2- yl)thiomethyl]ceph-3-em-4-carboxylate in N,N-dimethylformamide (20 ml) at ca. -10° C. (ice/acetone bath) with stirring. After 5 min activated (freshly acid washed) zinc powder (1.5 g) was added in four portions over 3 min. After 25 min the mixture was filtered through Kieselguhr and the residue washed with ethyl acetate and water. Ethyl acetat... Isolated yield 10.0%. Run at time 5 minute. Reactants: ClC1=CC=C(C=C1)C1(CCN(CC1)CCC=C1CC2=C(OC3=NC=CC=C31)C=CC=C2OCC(NO)=N)O (4-(4-Chlorophenyl)-1-[3-(7-hydroxyamidinomethoxy-5,11-dihydro[1]benzoxepino[2,3-b]pyridin-5-ylidene)propyl]piperidin-4-ol), N1=CC=CC=C1 (pyridine), S(=O)(Cl)Cl (thionyl chloride), O (Water). Solvent: C1CCOC1 (THF), CC(C)O (2-propanol), C(Cl)(Cl)Cl (chloroform). Reaction conditions: temperature 0 celsius, time 1 hour. Product: ClC1=CC=C(C=C1)C1(CCN(CC1)CCC=C1CC2=C(OC3=NC=CC=C31)C=CC=C2OCC=2NS(ON2)=O)O (4-(4-Chlorophenyl)-1-[3-(5,11-dihydro-7-(2-oxo-3H-1,2,3,5-oxathiadiazol-4-yl)methyloxy[1]benzoxepino[2,3-b]pyridin-5-ylidene)propyl]piperidin-4-ol). RXN SMILES: [Cl:1][C:2]1[CH:7]=[CH:6][C:5]([C:8]2([OH:38])[CH2:13][CH2:12][N:11]([CH2:14][CH2:15][CH:16]=[C:17]3[C:27]4[C:22](=[N:23][CH:24]=[CH:25][CH:26]=4)[O:21][C:20]4[CH:28]=[CH:29][CH:30]=[C:31]([O:32][CH2:33][C:34](=[NH:37])[NH:35][OH:36])[C:19]=4[CH2:18]3)[CH2:10][CH2:9]2)=[CH:4][CH:3]=1.N1C=CC=CC=1.[S:45](Cl)(Cl)=[O:46].O>C1COCC1.CC(O)C.C(Cl)(Cl)Cl>[Cl:1][C:2]1[CH:7]=[CH:6][C:5]([C:8]2([OH:38])[CH2:9][CH2:10][N:11]([CH2:14][CH2:15][CH:16]=[C:17]3[C:27]4[C:22](=[N:23][CH:24]=[CH:25][CH:26]=4)[O:21][C:20]4[CH:28]=[CH:29][CH:30]=[C:31]([O:32][CH2:33][C:34]5[NH:37][S:45](=[O:46])[O:36][N:35]=5)[C:19]=4[CH2:18]3)[CH2:12][CH2:13]2)=[CH:4][CH:3]=1. Reported procedure: To a solution of the product of Example 407 (700 mg) in THF (20 ml) were added pyridine (0.21 ml) and thionyl chloride (0.1 ml) at 0° C., and the mixture was stirred at 0° C. for 1 hour and the mixture was stirred at room temperature for 30 minutes. Water, chloroform and 2-propanol were added to the reaction mixture. The organic layer was extracted and the solvent was distilled off under reduced pressure. The residue was purified by silica gel chromatography eluting with chloroform-methanol (5:1... Starting materials: C(C1=CC=CC=C1)OC1=CC=C(C=C1)S(=O)(=O)N[C@H]1[C@](COCC1)(C(=O)NOC(C)(C)C)C ((3R,4R)-4-(4-(Benzyloxy)phenylsulfonamido)-N-tert-butoxy-3-methyl-tetrahydro-2H-pyran-3-carboxamide). The reagents and catalysts are [Pd] (palladium on carbon). Solvent: C(C)(=O)OCC (ethyl acetate). Reaction conditions: time 8 hour. Product: C(C)(C)(C)ONC(=O)[C@]1(COCC[C@H]1NS(=O)(=O)C1=CC=C(C=C1)O)C ((3R,4R)-N-tert-butoxy-4-(4-hydroxyphenylsulfonamido)-3-methyl-tetrahydro-2H-pyran-3-carboxamide). Reaction SMILES: C([O:8][C:9]1[CH:14]=[CH:13][C:12]([S:15]([NH:18][C@@H:19]2[CH2:24][CH2:23][O:22][CH2:21][C@:20]2([CH3:33])[C:25]([NH:27][O:28][C:29]([CH3:32])([CH3:31])[CH3:30])=[O:26])(=[O:17])=[O:16])=[CH:11][CH:10]=1)C1C=CC=CC=1>C(OCC)(=O)C.[Pd]>[C:29]([O:28][NH:27][C:25]([C@:20]1([CH3:33])[C@H:19]([NH:18][S:15]([C:12]2[CH:13]=[CH:14][C:9]([OH:8])=[CH:10][CH:11]=2)(=[O:17])=[O:16])[CH2:24][CH2:23][O:22][CH2:21]1)=[O:26])([CH3:32])([CH3:30])[CH3:31]. Reported procedure: (3R,4R)-4-(4-(Benzyloxy)phenylsulfonamido)-N-tert-butoxy-3-methyl-tetrahydro-2H-pyran-3-carboxamide was dissolved in ethyl acetate (25 mL), 10% palladium on carbon (90 mg) was added, and the resulting reaction mixture was stirred under a hydrogen balloon overnight. The reaction mixture was then filtered and concentrated to provide (3R,4R)-N-tert-butoxy-4-(4-hydroxyphenylsulfonamido)-3-methyl-tetrahydro-2H-pyran-3-carboxamide as a white solid that was used in the next step without purification. M... As a reaction SMILES: [C:37]([CH3:38])([CH3:39])([CH3:40])[c:41]1[cH:42][c:43]([CH:44]=[O:45])[cH:46][c:47]([C:50]([CH3:51])([CH3:52])[CH3:53])[c:48]1[OH:49].[NH2:1][CH:2]1[CH:3]2[S:4][C:5]([C:10](=[O:11])[O:12][CH2:13][c:14]3[cH:15][cH:16][c:17]([N+:20](=[O:21])[O-:22])[cH:18][cH:19]3)([N:23]3[C:24](=[O:36])[N:25]([N:28]=[CH:29][c:30]4[cH:31][cH:32][cH:33][cH:34][cH:35]4)[CH2:26][CH2:27]3)[CH2:6][N:7]2[C:8]1=[O:9].[cH:54]1[cH:55][cH:56][cH:57][cH:58][cH:59]1>>[N:1]([CH:2]1[CH:3]2[S:4][C:5]([C:10](=[O:11])[O:12][CH2:13][c:14]3[cH:15][cH:16][c:17]([N+:20](=[O:21])[O-:22])[cH:18][cH:19]3)([N:23]3[C:24](=[O:36])[N:25]([N:28]=[CH:29][c:30]4[cH:31][cH:32][cH:33][cH:34][cH:35]4)[CH2:26][CH2:27]3)[CH2:6][N:7]2[C:8]1=[O:9])=[CH:44][c:43]1[cH:42][c:41]([C:37]([CH3:38])([CH3:39])[CH3:40])[c:48]([OH:49])[c:47]([C:50]([CH3:51])([CH3:52])[CH3:53])[cH:46]1. Starting materials: CC(C)(C)c1cc(C=O)cc(C(C)(C)C)c1O, NC1C(=O)N2CC(C(=O)OCc3ccc([N+](=O)[O-])cc3)(N3CCN(N=Cc4ccccc4)C3=O)SC12, c1ccccc1. The product is CC(C)(C)c1cc(C=NC2C(=O)N3CC(C(=O)OCc4ccc([N+](=O)[O-])cc4)(N4CCN(N=Cc5ccccc5)C4=O)SC23)cc(C(C)(C)C)c1O.